From a dataset of the Open Reaction Database (ORD), a public repository of structured organic reaction records. describe an organic reaction: reactants, conditions, products, and yield Starting materials: NC1=NC=CC(=C1)NC(=O)C=1N(C2=CC=C(C=C2C1)F)CC1=CC(=CC=C1)F (N-[2-aminopyrid-4-yl]-5-fluoro-1-[(3-fluorophenyl)-methyl]-1H-indole-2-carboxamide), BrCC(C(=O)OCC)=O (ethyl 3-bromo-2-oxopropionate). Solvent: C(C)#N (acetonitrile). Yields the product C(C)OC(=O)C=1N=C2N(C=CC(=C2)NC(=O)C=2N(C3=CC=C(C=C3C2)F)CC2=CC(=CC=C2)F)C1 (N-[2-(Ethyloxycarbonyl)imidazo[1,2-a]pyrid-7-yl]-5-fluoro-1-[(3-fluorophenyl)-methyl]-1H-indole-2-carboxamide). Yield: 27.8%. RXN SMILES: [NH2:1][C:2]1[CH:7]=[C:6]([NH:8][C:9]([C:11]2[N:12]([CH2:21][C:22]3[CH:27]=[CH:26][CH:25]=[C:24]([F:28])[CH:23]=3)[C:13]3[C:18]([CH:19]=2)=[CH:17][C:16]([F:20])=[CH:15][CH:14]=3)=[O:10])[CH:5]=[CH:4][N:3]=1.Br[CH2:30][C:31](=O)[C:32]([O:34][CH2:35][CH3:36])=[O:33]>C(#N)C>[CH2:35]([O:34][C:32]([C:31]1[N:1]=[C:2]2[CH:7]=[C:6]([NH:8][C:9]([C:11]3[N:12]([CH2:21][C:22]4[CH:27]=[CH:26][CH:25]=[C:24]([F:28])[CH:23]=4)[C:13]4[C:18]([CH:19]=3)=[CH:17][C:16]([F:20])=[CH:15][CH:14]=4)=[O:10])[CH:5]=[CH:4][N:3]2[CH:30]=1)=[O:33])[CH3:36]. Reported procedure: The compound is prepared according to a process similar to that described in step 4.3, by reacting 0.2 g (0.53 mmol) of N-[2-aminopyrid-4-yl]-5-fluoro-1-[(3-fluorophenyl)-methyl]-1H-indole-2-carboxamide, prepared according to the protocol described in step 10.1, with 0.21 g (1.06 mmol) of ethyl 3-bromo-2-oxopropionate in 8 mL of acetonitrile. 70 mg of the expected product are thus obtained.